Dataset: the Open Reaction Database (ORD), a public repository of structured organic reaction records. Task: describe an organic reaction: reactants, conditions, products, and yield Starting materials: COC(=O)C(CC(F)(F)Cc1ccccc1)NC(=O)N1CCC2(CCCC2)CC1, C1CCOC1, CO, Cl, [Li+], [OH-], O. The product is O=C(O)C(CC(F)(F)Cc1ccccc1)NC(=O)N1CCC2(CCCC2)CC1. Reaction SMILES: [CH2:1]1[CH2:2][CH2:3][CH2:4][C:5]12[CH2:6][CH2:7][N:8]([C:11](=[O:12])[NH:13][CH:14]([C:15](=[O:16])[O:17][CH3:18])[CH2:19][C:20]([CH2:21][c:22]1[cH:23][cH:24][cH:25][cH:26][cH:27]1)([F:28])[F:29])[CH2:9][CH2:10]2.[CH2:33]1[O:34][CH2:35][CH2:36][CH2:37]1.[CH3:38][OH:39].[ClH:32].[Li+:31].[OH-:30].[OH2:40]>>[CH2:1]1[CH2:2][CH2:3][CH2:4][C:5]12[CH2:6][CH2:7][N:8]([C:11](=[O:12])[NH:13][CH:14]([C:15](=[O:16])[OH:17])[CH2:19][C:20]([CH2:21][c:22]1[cH:23][cH:24][cH:25][cH:26][cH:27]1)([F:28])[F:29])[CH2:9][CH2:10]2. Reactants: COC=1C=C(C(=O)O)C=C(C1OC)C#C[Si](C)(C)C (3,4-dimethoxy-5-(trimethylsilanylethynyl)benzoic acid), CCCC[N+](CCCC)(CCCC)CCCC.[F-] (TBAF). The solvent is Cl (HCl), C1CCOC1 (THF). Reaction conditions: temperature 0 celsius, time 30 minute. Yields the product C(#C)C=1C=C(C(=O)O)C=C(C1OC)OC (3-ethynyl-4,5-dimethoxybenzoic acid). Isolated yield 97.0%. As a reaction SMILES: [CH3:1][O:2][C:3]1[CH:4]=[C:5]([CH:9]=[C:10]([C:14]#[C:15][Si](C)(C)C)[C:11]=1[O:12][CH3:13])[C:6]([OH:8])=[O:7].CCCC[N+](CCCC)(CCCC)CCCC.[F-]>C1COCC1.Cl>[C:14]([C:10]1[CH:9]=[C:5]([CH:4]=[C:3]([O:2][CH3:1])[C:11]=1[O:12][CH3:13])[C:6]([OH:8])=[O:7])#[CH:15] |f:1.2|. Procedure details: To a stirred solution of 3,4-dimethoxy-5-(trimethylsilanylethynyl)benzoic acid (5.56 g, 20 mmol) in THF (115 mL) at 0° C. was added TBAF (1.0 M solution in THF, 30 mL, 30 mmol). The resulting solution was stirred at 0° C. for 30 min, then the reaction mixture was diluted with 1 N HCl aqueous solution (200 mL), extracted with EtOAc (3×70 mL). The combined organic layer was washed with brine (100 mL), dried over Na2SO4, concentrated in vacuo to give 3-ethynyl-4,5-dimethoxybenzoic acid (4.0 g). The...